This data is from the Open Reaction Database (ORD), a public repository of structured organic reaction records. The task is: describe an organic reaction: reactants, conditions, products, and yield Reactants: NC1=C2N=C(N(C2=NC(=N1)OCCCC)CCCC1N(CCCC1)C(=O)OCC1=CC=CC=C1)OC (Phenylmethyl 2-{3-[6-amino-2-(butyloxy)-8-(methyloxy)-9H-purin-9-yl]propyl}-1-piperidinecarboxylate), FC(C(=O)O)(F)F.C[C@@H](CCC)OC1=NC(=C2N=C(NC2=N1)OC)N (2-{[(1S)-1-methylbutyl]oxy}-8-(methyloxy)-9H-purin-6-amine trifluoroacetate salt), BrCCCC1CN(CCC1)C(=O)OCC1=CC=CC=C1 (phenylmethyl 3-(3-bromopropyl)-1-piperidinecarboxylate). The product is NC1=C2N=C(N(C2=NC(=N1)O[C@H](CCC)C)CCCC1CN(CCC1)C(=O)OCC1=CC=CC=C1)OC (Phenylmethyl 3-{3-[6-amino-2-{[(1S)-1-methylbutyl]oxy}-8-(methyloxy)-9H-purin-9-yl]propyl}-1-piperidinecarboxylate). RXN SMILES: NC1N=C(OCCCC)N=C2C=1N=C(OC)N2CCCC1CCCCN1C(OCC1C=CC=CC=1)=O.FC(F)(F)C(O)=O.[CH3:44][C@H:45]([O:49][C:50]1[N:58]=[C:57]2[C:53]([N:54]=[C:55]([O:59][CH3:60])[NH:56]2)=[C:52]([NH2:61])[N:51]=1)[CH2:46][CH2:47][CH3:48].Br[CH2:63][CH2:64][CH2:65][CH:66]1[CH2:71][CH2:70][CH2:69][N:68]([C:72]([O:74][CH2:75][C:76]2[CH:81]=[CH:80][CH:79]=[CH:78][CH:77]=2)=[O:73])[CH2:67]1>>[NH2:61][C:52]1[N:51]=[C:50]([O:49][C@@H:45]([CH3:44])[CH2:46][CH2:47][CH3:48])[N:58]=[C:57]2[C:53]=1[N:54]=[C:55]([O:59][CH3:60])[N:56]2[CH2:63][CH2:64][CH2:65][CH:66]1[CH2:71][CH2:70][CH2:69][N:68]([C:72]([O:74][CH2:75][C:76]2[CH:77]=[CH:78][CH:79]=[CH:80][CH:81]=2)=[O:73])[CH2:67]1 |f:1.2|. Procedure: Prepared similarly to Intermediate 31 from 2-{[(1S)-1-methylbutyl]oxy}-8-(methyloxy)-9H-purin-6-amine trifluoroacetate salt and phenylmethyl 3-(3-bromopropyl)-1-piperidinecarboxylate.